This data is from the Open Reaction Database (ORD), a public repository of structured organic reaction records. The task is: describe an organic reaction: reactants, conditions, products, and yield Starting materials: C([O-])([O-])=O.[K+].[K+] (potassium carbonate), C(C)(C)(C)OC(=O)N1CC2C(C2C1)CN(CC1=CC(=CC=C1)OC(F)(F)F)C(=O)C=1N=CN(C1)C (6-{[(1-Methyl-1H-imidazole-4-carbonyl)-(3-trifluoromethoxy-benzyl)-amino]-methyl}-3-aza-bicyclo[3.1.0]hexane-3-carboxylic acid tert-butyl ester), BrCC(=O)OCC1=CC=CC=C1 (benzyl 2-bromoacetate). Reagents/catalysts: [Cl-].C(C)[N+](CC)(CC)CC (tetraethylammonium chloride). Solvent: CN(C)C=O (DMF). Run at time 20 hour. Product: FC(OC=1C=C(CN(C(=O)C=2N=CN(C2)C)CC2C3CN(CC23)CC(=O)OCC2=CC=CC=C2)C=CC1)(F)F (benzyl 2-(6-((N-(3-(trifluoromethoxy)benzyl)-1-methyl-1H-imidazole-4-carboxamido)methyl)-3-aza-bicyclo[3.1.0]hexan-3-yl)acetate). RXN SMILES: C(OC([N:8]1[CH2:13][CH:12]2[CH:10]([CH:11]2[CH2:14][N:15]([C:28]([C:30]2[N:31]=[CH:32][N:33]([CH3:35])[CH:34]=2)=[O:29])[CH2:16][C:17]2[CH:22]=[CH:21][CH:20]=[C:19]([O:23][C:24]([F:27])([F:26])[F:25])[CH:18]=2)[CH2:9]1)=O)(C)(C)C.C(=O)([O-])[O-].[K+].[K+].Br[CH2:43][C:44]([O:46][CH2:47][C:48]1[CH:53]=[CH:52][CH:51]=[CH:50][CH:49]=1)=[O:45]>CN(C=O)C.[Cl-].C([N+](CC)(CC)CC)C>[F:25][C:24]([F:26])([F:27])[O:23][C:19]1[CH:18]=[C:17]([CH:22]=[CH:21][CH:20]=1)[CH2:16][N:15]([CH2:14][CH:11]1[CH:12]2[CH:10]1[CH2:9][N:8]([CH2:43][C:44]([O:46][CH2:47][C:48]1[CH:53]=[CH:52][CH:51]=[CH:50][CH:49]=1)=[O:45])[CH2:13]2)[C:28]([C:30]1[N:31]=[CH:32][N:33]([CH3:35])[CH:34]=1)=[O:29] |f:1.2.3,6.7|. Procedure: To a stirring solution of 6-{[(1-Methyl-1H-imidazole-4-carbonyl)-(3-trifluoromethoxy-benzyl)-amino]-methyl}-3-aza-bicyclo[3.1.0]hexane-3-carboxylic acid tert-butyl ester prepared above (2.63 gm, 5.63 mmol) in 30 mL DMF was added potassium carbonate (3.89 gm, 28.2 mmol), tetraethylammonium chloride (150 mg), followed by benzyl 2-bromoacetate (0.88 mL, 5.63 mmol). The reaction was stirred at room temperature for 20 hours and quenched with water. The mixture was diluted with ethyl acetate, the laye...